The task is: describe an organic reaction: reactants, conditions, products, and yield. This data is from the Open Reaction Database (ORD), a public repository of structured organic reaction records. Reactants: NC1CC1, O=C(O)c1c(F)cc(F)cc1F, c1ccncc1. Product: O=C(O)c1c(F)cc(F)cc1NC1CC1. As a reaction SMILES: [CH:13]1([NH2:16])[CH2:14][CH2:15]1.[F:1][c:2]1[c:3]([C:4](=[O:5])[OH:6])[c:7]([F:12])[cH:8][c:9]([F:11])[cH:10]1.[cH:17]1[cH:18][cH:19][n:20][cH:21][cH:22]1>>[c:2]1([NH:16][CH:13]2[CH2:14][CH2:15]2)[c:3]([C:4](=[O:5])[OH:6])[c:7]([F:12])[cH:8][c:9]([F:11])[cH:10]1. Starting materials: C(C)OC(COC1=C(C=C(C=C1)SCC1=CC(=CC(=C1)OCC(C)C)Br)C)=O ([4-(3-Bromo-5-isobutoxy-benzylsulfanyl)-2-methyl-phenoxy]-acetic acid ethyl ester), C(#C)C1=CC=C(C=C1)S(=O)(=O)C (1-Ethynyl-4-methanesulfonyl-benzene), C(C)OC(COC1=C(C=C(C=C1)SC1=CC(=CC(=C1)C#CC1=CC=C(C=C1)CO)OCCC1=CC=C(C=C1)Cl)C)=O ({4-[3-[2-(4-Chloro-phenyl)-ethoxy]-5-(4-hydroxymethyl-phenylethynyl)-phenylsulfanyl]-2-methyl-phenoxy}-acetic acid ethyl ester). The product is C(C(C)C)OC=1C=C(CSC2=CC(=C(OCC(=O)O)C=C2)C)C=C(C1)C#CC1=CC=C(C=C1)S(=O)(=O)C ({4-[3-Isobutoxy-5-(4-methanesulfonyl-phenylethynyl)-benzylsulfanyl]-2-methyl-phenoxy}-acetic acid). Reaction SMILES: C([O:3][C:4](=[O:28])[CH2:5][O:6][C:7]1[CH:12]=[CH:11][C:10]([S:13][CH2:14][C:15]2[CH:20]=[C:19]([O:21][CH2:22][CH:23]([CH3:25])[CH3:24])[CH:18]=[C:17](Br)[CH:16]=2)=[CH:9][C:8]=1[CH3:27])C.[C:29]([C:31]1[CH:36]=[CH:35][C:34]([S:37]([CH3:40])(=[O:39])=[O:38])=[CH:33][CH:32]=1)#[CH:30].C(OC(=O)COC1C=CC(SC2C=C(C#CC3C=CC(CO)=CC=3)C=C(OCCC3C=CC(Cl)=CC=3)C=2)=CC=1C)C>>[CH2:22]([O:21][C:19]1[CH:20]=[C:15]([CH:16]=[C:17]([C:30]#[C:29][C:31]2[CH:32]=[CH:33][C:34]([S:37]([CH3:40])(=[O:39])=[O:38])=[CH:35][CH:36]=2)[CH:18]=1)[CH2:14][S:13][C:10]1[CH:11]=[CH:12][C:7]([O:6][CH2:5][C:4]([OH:3])=[O:28])=[C:8]([CH3:27])[CH:9]=1)[CH:23]([CH3:24])[CH3:25]. Procedure: The title product was prepared from [4-(3-Bromo-5-isobutoxy-benzylsulfanyl)-2-methyl-phenoxy]-acetic acid ethyl ester (300 mg; 0.64 mmol) and 1-Ethynyl-4-methanesulfonyl-benzene (347.0 mg; 1.93 mmol) applying the procedure described for {4-[3-[2-(4-Chloro-phenyl)-ethoxy]-5-(4-hydroxymethyl-phenylethynyl)-phenylsulfanyl]-2-methyl-phenoxy}-acetic acid ethyl ester. The crude product was purified by preparative HPLC (method A). Yield: 260 mg (72%). HPLC-MS: m/z: 567.6 (M+H)+; Rt: 2.77 min Starting materials: C(CC(=O)OCC)(=O)OCC (diethyl malonate), [H-].[Na+] (sodium hydride), [Cl-].[NH4+] (ammonium chloride), BrCC(=C)C (3Bromo-2-methylpropene). The solvent is C1CCOC1 (THF). Reaction conditions: time 1 hour. The product is CC(CC(C(=O)OC)C(=O)OC)=C (dimethyl 2-(2-methylallyl)malonate). The yield is 97.2%. As a reaction SMILES: [C:1]([O:9][CH2:10]C)(=[O:8])[CH2:2][C:3]([O:5][CH2:6]C)=[O:4].[H-].[Na+].Br[CH2:15][C:16]([CH3:18])=[CH2:17].[Cl-].[NH4+]>C1COCC1>[CH3:17][C:16](=[CH2:15])[CH2:18][CH:2]([C:1]([O:9][CH3:10])=[O:8])[C:3]([O:5][CH3:6])=[O:4] |f:1.2,4.5|. Procedure: To a solution of diethyl malonate (2.30 g) in THF (20 mL) was added 60% sodium hydride (592 mg) at 0° C., and the mixture was stirred for 1 hr. 3Bromo-2-methylpropene (2.00 g) was added to the reaction mixture, and the mixture was stirred at room temperature for 20 hr. Aqueous ammonium chloride solution was added to the reaction mixture, and the mixture was extracted with ethyl acetate. The extract was washed with saturated brine, and dried over anhydrous magnesium sulfate, and the solvent was e... The reactants are CN=C=S, CCO, N=C(N)Nc1nc(CCCCN)c[nH]1. Yields the product CNC(=S)NCCCCc1c[nH]c(NC(=N)N)n1. RXN SMILES: [CH3:15][N:16]=[C:17]=[S:18].[CH3:19][CH2:20][OH:21].[NH:1]([C:2](=[NH:3])[NH2:4])[c:5]1[nH:6][cH:7][c:8]([CH2:10][CH2:11][CH2:12][CH2:13][NH2:14])[n:9]1>>[NH:1]([C:2](=[NH:3])[NH2:4])[c:5]1[nH:6][cH:7][c:8]([CH2:10][CH2:11][CH2:12][CH2:13][NH:14][C:17]([NH:16][CH3:15])=[S:18])[n:9]1.